Dataset: the Open Reaction Database (ORD), a public repository of structured organic reaction records. Task: describe an organic reaction: reactants, conditions, products, and yield Starting materials: ClC1=NC(=NC(=C1)Cl)NC ((4,6-dichloro-pyrimidin-2-yl)-methylamine), [K+].ClC=1C=C(C=CC1)S(=O)(=O)[NH-] (3-chloro-benzene-sulfonamide potassium salt). Run in CN1C(CCC1)=O (1-methyl-2-pyrrolidone). The product is ClC=1C=C(C=CC1)S(=O)(=O)NC1=NC(=NC(=C1)Cl)NC (3-chloro-N-(6-chloro-2-methylamino-pyrimidin-4-yl)-benzenesulfonamide). Isolated yield 53.4%. As a reaction SMILES: Cl[C:2]1[CH:7]=[C:6]([Cl:8])[N:5]=[C:4]([NH:9][CH3:10])[N:3]=1.[K+].[Cl:12][C:13]1[CH:14]=[C:15]([S:19]([NH-:22])(=[O:21])=[O:20])[CH:16]=[CH:17][CH:18]=1>CN1CCCC1=O>[Cl:12][C:13]1[CH:14]=[C:15]([S:19]([NH:22][C:2]2[CH:7]=[C:6]([Cl:8])[N:5]=[C:4]([NH:9][CH3:10])[N:3]=2)(=[O:20])=[O:21])[CH:16]=[CH:17][CH:18]=1 |f:1.2|. Reported procedure: 0.24 g (0.00135 mol) of (4,6-dichloro-pyrimidin-2-yl)-methylamine and 0.62 g (0.0027 mol) of 3-chloro-benzene-sulfonamide potassium salt were stirred in 10 ml of 1-methyl-2-pyrrolidone at 150° C. for 8 hours. Then, the solvent was distilled off in a high vacuum, the residue was partitioned in ethyl acetate/water and extracted. The aqueous phase was made acid with 4N HCl and extracted with dichloromethane. The residue was chromatographed over silica gel with cyclohexane/ethyl acetate 2:1 as the e... Reactants: BrC1=C(C=C2C=CN=CC2=C1)Cl (7-Bromo-6-chloroisoquinoline), BrC1=C(C=C2C=CN=CC2=C1)SCC1CNCCC1.C(C)(C)(C)OC(=O)N1CC(CCC1)CBr (3-Bromomethyl-piperidine-1-carboxylic acid tert-butyl ester 7-Bromo-6-(piperidin-3-ylmethylsulfanyl)-isoquinoline), Cl (hydrochloride). Yields the product Cl.BrC1=C(C=C2C=CN=CC2=C1)SCC1CNCCC1 (7-Bromo-6-(piperidin-3-ylmethylsulfanyl)-isoquinoline hydrochloride). RXN SMILES: BrC1C=C2C(C=CN=C2)=CC=1[Cl:12].[Br:13][C:14]1[CH:23]=[C:22]2[C:17]([CH:18]=[CH:19][N:20]=[CH:21]2)=[CH:16][C:15]=1[S:24][CH2:25][CH:26]1[CH2:31][CH2:30][CH2:29][NH:28][CH2:27]1.C(OC(N1CCCC(CBr)C1)=O)(C)(C)C.Cl>>[ClH:12].[Br:13][C:14]1[CH:23]=[C:22]2[C:17]([CH:18]=[CH:19][N:20]=[CH:21]2)=[CH:16][C:15]=1[S:24][CH2:25][CH:26]1[CH2:31][CH2:30][CH2:29][NH:28][CH2:27]1 |f:1.2,4.5|. Procedure: Starting from 7-Bromo-6-chloroisoquinoline (265) and 3-Bromomethyl-piperidine-1-carboxylic acid tert-butyl ester 7-Bromo-6-(piperidin-3-ylmethylsulfanyl)-isoquinoline could be obtained according to the procedures described for 272, 267, 268 as the hydrochloride. Rt=0.82 min (Method B). Detected mass: 337.1 (M+H+).